Dataset: the Open Reaction Database (ORD), a public repository of structured organic reaction records. Task: describe an organic reaction: reactants, conditions, products, and yield The reactants are [N+](=O)([O-])C1=CC=C2CCC(C(C2=C1)=O)CC(=O)O (7-nitro-1,2,3,4-tetrahydro-1-oxo-2-naphthaleneacetic acid), C1(=CC=CC=C1)NN (phenylhydrazine). Run in C(C)O (ethanol). Product: [N+](=O)([O-])C1=CC2=C(CCC3CC(N(N=C23)C2=CC=CC=C2)=O)C=C1 (9-nitro-2-phenyl-4,4a,5,6-tetrahydrobenzo[h]cinnolin-3(2H)-one). RXN SMILES: [N+:1]([C:4]1[CH:13]=[C:12]2[C:7]([CH2:8][CH2:9][CH:10]([CH2:15][C:16]([OH:18])=O)[C:11]2=O)=[CH:6][CH:5]=1)([O-:3])=[O:2].[C:19]1([NH:25][NH2:26])[CH:24]=[CH:23][CH:22]=[CH:21][CH:20]=1>C(O)C>[N+:1]([C:4]1[CH:5]=[CH:6][C:7]2[CH2:8][CH2:9][CH:10]3[C:11]([C:12]=2[CH:13]=1)=[N:26][N:25]([C:19]1[CH:24]=[CH:23][CH:22]=[CH:21][CH:20]=1)[C:16](=[O:18])[CH2:15]3)([O-:3])=[O:2]. Reported procedure: A solution of 7-nitro-1,2,3,4-tetrahydro-1-oxo-2-naphthaleneacetic acid and phenylhydrazine in ethanol is refluxed under heating for 10 hours. The ethanol is distilled off and to the residue is added acetic acid and then the resulting mixture is refluxed under heating for 8 hours. After the acetic acid is distilled off, the mixture is extracted with chloroform and the extract is washed with water. After drying over magnesium sulfate anhydride, the chloroform is distilled off to give 9-nitro-2-ph...